The task is: describe an organic reaction: reactants, conditions, products, and yield. This data is from the Open Reaction Database (ORD), a public repository of structured organic reaction records. Starting materials: O=C([O-])[O-], Cc1csc(Nc2ncc(O)cc2Oc2ccccc2)n1, CI, [K+], [K+], CN(C)C=O. Yields the product COc1cnc(Nc2nc(C)cs2)c(Oc2ccccc2)c1. As a reaction SMILES: [C:24](=[O:25])([O-:26])[O-:27].[CH3:3][c:4]1[n:5][c:6]([NH:9][c:10]2[c:11]([O:17][c:18]3[cH:19][cH:20][cH:21][cH:22][cH:23]3)[cH:12][c:13]([OH:16])[cH:14][n:15]2)[s:7][cH:8]1.[I:1][CH3:2].[K+:28].[K+:29].[O:30]=[CH:31][N:32]([CH3:33])[CH3:34]>>[CH3:3][c:4]1[n:5][c:6]([NH:9][c:10]2[c:11]([O:17][c:18]3[cH:19][cH:20][cH:21][cH:22][cH:23]3)[cH:12][c:13]([O:16][CH3:24])[cH:14][n:15]2)[s:7][cH:8]1. Starting materials: O=C([O-])O, COC(=O)C(C)(C)c1ccc(CBr)cc1, CS(C)=O, [Na+]. Yields the product COC(=O)C(C)(C)c1ccc(C=O)cc1. RXN SMILES: [C:16]([O-:17])(=[O:18])[OH:19].[CH3:1][O:2][C:3]([C:4]([CH3:5])([CH3:6])[c:7]1[cH:8][cH:9][c:10]([CH2:13][Br:14])[cH:11][cH:12]1)=[O:15].[CH3:21][S:22]([CH3:23])=[O:24].[Na+:20]>>[CH3:1][O:2][C:3]([C:4]([CH3:5])([CH3:6])[c:7]1[cH:8][cH:9][c:10]([CH:13]=[O:17])[cH:11][cH:12]1)=[O:15]. Reactants: Cc1cc(C)c(C)[n+]([O-])c1, [Na+], [OH-], O=[N+]([O-])O, O=S(=O)(O)O. The product is Cc1c[n+]([O-])c(C)c(C)c1[N+](=O)[O-]. RXN SMILES: [CH3:1][c:2]1[n+:3]([O-:10])[cH:4][c:5]([CH3:9])[cH:6][c:7]1[CH3:8].[Na+:16].[OH-:15].[OH:11][N+:12]([O-:13])=[O:14].[S:17](=[O:18])(=[O:19])([OH:20])[OH:21]>>[CH3:1][c:2]1[n+:3]([O-:10])[cH:4][c:5]([CH3:9])[c:6]([N+:12](=[O:11])[O-:13])[c:7]1[CH3:8]. Starting materials: Cc1ccc(NC(=O)Oc2ccccc2)cn1, CC#N, CCN(C(C)C)C(C)C, Cl, FC(F)(F)c1ccc(Oc2cccc(C=C3CCNCC3)c2)cc1, Cc1ccc(N)cn1. Reaction SMILES: [CH3:26][c:27]1[cH:28][cH:29][c:30]([NH:33][C:34]([O:35][c:37]2[cH:38][cH:39][cH:40][cH:41][cH:42]2)=[O:36])[cH:31][n:32]1.[CH3:60][C:61]#[N:62].[CH:51]([N:52]([CH:53]([CH3:54])[CH3:55])[CH2:56][CH3:57])([CH3:58])[CH3:59].[ClH:1].[F:2][C:3]([c:4]1[cH:5][cH:6][c:7]([O:8][c:9]2[cH:10][c:11]([CH:12]=[C:13]3[CH2:14][CH2:15][NH:16][CH2:17][CH2:18]3)[cH:19][cH:20][cH:21]2)[cH:22][cH:23]1)([F:24])[F:25].[NH2:43][c:44]1[cH:45][n:46][c:47]([CH3:48])[cH:49][cH:50]1>>[F:2][C:3]([c:4]1[cH:5][cH:6][c:7]([O:8][c:9]2[cH:10][c:11]([CH:12]=[C:13]3[CH2:14][CH2:15][N:16]([C:34]([NH:33][c:30]4[cH:29][cH:28][c:27]([CH3:26])[n:32][cH:31]4)=[O:35])[CH2:17][CH2:18]3)[cH:19][cH:20][cH:21]2)[cH:22][cH:23]1)([F:24])[F:25]. The product is Cc1ccc(NC(=O)N2CCC(=Cc3cccc(Oc4ccc(C(F)(F)F)cc4)c3)CC2)cn1. Reactants: CO, CCOc1nc(N)cc(N)c1C#N, O, c1ccncc1, O=C(Cl)Cc1cccs1. Product: CCOc1nc(NC(=O)Cc2cccs2)cc(N)c1C#N. Reaction SMILES: [CH3:24][OH:25].[NH2:1][c:2]1[cH:3][c:4]([NH2:13])[n:5][c:6]([O:10][CH2:11][CH3:12])[c:7]1[C:8]#[N:9].[OH2:23].[cH:26]1[cH:27][cH:28][n:29][cH:30][cH:31]1.[s:14]1[c:15]([CH2:19][C:20](=[O:21])[Cl:22])[cH:16][cH:17][cH:18]1>>[NH2:1][c:2]1[cH:3][c:4]([NH:13][C:20]([CH2:19][c:15]2[s:14][cH:18][cH:17][cH:16]2)=[O:21])[n:5][c:6]([O:10][CH2:11][CH3:12])[c:7]1[C:8]#[N:9]. Reactants: C1CCOC1, CO, CCC(CC)COc1c(Cl)cc2c(c1C)OC(C(F)(F)F)C(C(=O)OC)=C2, Cl, [Na+], [OH-]. Product: CCC(CC)COc1c(Cl)cc2c(c1C)OC(C(F)(F)F)C(C(=O)O)=C2. Reaction SMILES: [CH2:33]1[O:34][CH2:35][CH2:36][CH2:37]1.[CH3:31][OH:32].[Cl:1][c:2]1[cH:3][c:4]2[c:9]([c:10]([CH3:19])[c:11]1[O:12][CH2:13][CH:14]([CH2:15][CH3:16])[CH2:17][CH3:18])[O:8][CH:7]([C:20]([F:21])([F:22])[F:23])[C:6]([C:24](=[O:25])[O:26][CH3:27])=[CH:5]2.[ClH:30].[Na+:29].[OH-:28]>>[Cl:1][c:2]1[cH:3][c:4]2[c:9]([c:10]([CH3:19])[c:11]1[O:12][CH2:13][CH:14]([CH2:15][CH3:16])[CH2:17][CH3:18])[O:8][CH:7]([C:20]([F:21])([F:22])[F:23])[C:6]([C:24](=[O:25])[OH:26])=[CH:5]2. Starting materials: OS(=O)(=O)O (H2SO4), CC(C)(C1=CC=CC=C1)N1N=C(N=N1)C1=CC=C(C=C1)CN(C[C@@H]([C@H](CC1=CC=CC=C1)NC([C@@H](NC(=O)OC)C(C)(C)C)=O)O)NC([C@@H](NC(=O)OC)[C@@H](C)CC)=O (1-{4-[2-(1-methyl-1-phenyl-ethyl)-2H-tetrazol-5-yl]-phenyl}-4(S)-hydroxy-2-N-(N-methoxycarbonyl-(L)-iso-leucyl)amino-5(S)-N-(N-methoxycarbonyl-(L)-tert-leucyl)amino-6-phenyl-2-azahexane). Run at time 75 minute. Yields the product N1N=NN=C1C1=CC=C(C=C1)CN(C[C@@H]([C@H](CC1=CC=CC=C1)NC([C@@H](NC(=O)OC)C(C)(C)C)=O)O)NC([C@@H](NC(=O)OC)[C@@H](C)CC)=O (1-[4-(Tetrazol-5-yl)-phenyl]-4(S)-hydroxy-2-N-(N-methoxycarbonyl-(L)-isoleucyl)amino-5(S)-N-(N-methoxycarbonyl-(L)-tert-leucyl)amino-6-phenyl-2-azahexane). Reaction SMILES: OS(O)(=O)=O.CC([N:15]1[N:19]=[N:18][C:17]([C:20]2[CH:25]=[CH:24][C:23]([CH2:26][N:27]([NH:52][C:53](=[O:64])[C@H:54]([C@H:60]([CH2:62][CH3:63])[CH3:61])[NH:55][C:56]([O:58][CH3:59])=[O:57])[CH2:28][C@H:29]([OH:51])[C@@H:30]([NH:38][C:39](=[O:50])[C@H:40]([C:46]([CH3:49])([CH3:48])[CH3:47])[NH:41][C:42]([O:44][CH3:45])=[O:43])[CH2:31][C:32]3[CH:37]=[CH:36][CH:35]=[CH:34][CH:33]=3)=[CH:22][CH:21]=2)=[N:16]1)(C1C=CC=CC=1)C>>[NH:18]1[C:17]([C:20]2[CH:21]=[CH:22][C:23]([CH2:26][N:27]([NH:52][C:53](=[O:64])[C@H:54]([C@H:60]([CH2:62][CH3:63])[CH3:61])[NH:55][C:56]([O:58][CH3:59])=[O:57])[CH2:28][C@H:29]([OH:51])[C@@H:30]([NH:38][C:39](=[O:50])[C@H:40]([C:46]([CH3:48])([CH3:49])[CH3:47])[NH:41][C:42]([O:44][CH3:45])=[O:43])[CH2:31][C:32]3[CH:37]=[CH:36][CH:35]=[CH:34][CH:33]=3)=[CH:24][CH:25]=2)=[N:16][N:15]=[N:19]1. Reported procedure: 35 ml of an 80% aqueous H2SO4 solution are added to 354 mg (0.435 mmol) of 1-{4-[2-(1-methyl-1-phenyl-ethyl)-2H-tetrazol-5-yl]-phenyl}-4(S)-hydroxy-2-N-(N-methoxycarbonyl-(L)-iso-leucyl)amino-5(S)-N-(N-methoxycarbonyl-(L)-tert-leucyl)amino-6-phenyl-2-azahexane, with ice-cooling. After stirring for 75 min, the mixture is worked up analogously to Example 26 to yield the title compound: HPLC20-100: tRet=12.6; FAB MS (M+H)+=696. Reactants: COC=1C=C2C(=C(N=C(C2=CC1)S(=O)(=O)C)C)C1=CC=CC=C1 (6-methoxy-3-methyl-1-(methylsulfonyl)-4-phenylisoquinoline), C(C1=CC=CC=C1)Br (benzyl bromide). The product is C(C1=CC=CC=C1)S(=O)(=O)C1=NC(=C(C2=CC(=CC=C12)OC)C1=CC=CC=C1)C (1-(benzylsulfonyl)-6-methoxy-3-methyl-4-phenylisoquinoline). As a reaction SMILES: [CH3:1][O:2][C:3]1[CH:4]=[C:5]2[C:10](=[CH:11][CH:12]=1)[C:9]([S:13]([CH3:16])(=[O:15])=[O:14])=[N:8][C:7]([CH3:17])=[C:6]2[C:18]1[CH:23]=[CH:22][CH:21]=[CH:20][CH:19]=1.C(Br)[C:25]1[CH:30]=[CH:29][CH:28]=[CH:27][CH:26]=1>>[CH2:16]([S:13]([C:9]1[C:10]2[C:5](=[CH:4][C:3]([O:2][CH3:1])=[CH:12][CH:11]=2)[C:6]([C:18]2[CH:23]=[CH:22][CH:21]=[CH:20][CH:19]=2)=[C:7]([CH3:17])[N:8]=1)(=[O:14])=[O:15])[C:25]1[CH:30]=[CH:29][CH:28]=[CH:27][CH:26]=1. Reported procedure: Following the procedure 6-methoxy-3-methyl-1-(methylsulfonyl)-4-phenylisoquinoline, using (in Step B) benzyl bromide in place of iodomethane, the titled compound was synthesized.